This data is from the Open Reaction Database (ORD), a public repository of structured organic reaction records. The task is: describe an organic reaction: reactants, conditions, products, and yield Starting materials: CC(C)(C)c1c(N)nn2cccnc12, CC(C)(C)CC(=O)Cl. Yields the product CC(C)(C)CC(=O)Nc1nn2cccnc2c1C(C)(C)C. RXN SMILES: [C:1]([CH3:2])([CH3:3])([CH3:4])[c:5]1[c:6]([NH2:14])[n:7][n:8]2[c:9]1[n:10][cH:11][cH:12][cH:13]2.[CH3:15][C:16]([CH2:17][C:18](=[O:19])[Cl:20])([CH3:21])[CH3:22]>>[C:1]([CH3:2])([CH3:3])([CH3:4])[c:5]1[c:6]([NH:14][C:18]([CH2:17][C:16]([CH3:15])([CH3:21])[CH3:22])=[O:19])[n:7][n:8]2[c:9]1[n:10][cH:11][cH:12][cH:13]2. The reagents and catalysts are [Pd] (palladium on carbon). Reported procedure: A mixture of 5-chloro-3-{[4-[N-(p-nitrobenzyloxycarbonyl)acetimidoylamino]-1-piperazinyl]carbonylmethyl}-2-benzothiazolinone (2.0 g), acetic acid (0.3 ml), water (3 ml), 10% palladium on carbon (2.0 g) in tetrahydrofuran (40 ml) and methanol (20 ml) was incubated under an atmosphere of hydrogen for 3 hours. Palladium on carbon was filtered off, and the filtrate was coevaporated with ethanol. The residue obtained was purified by aluminum column chromatography, treated with hydrogen chloride in et... The solvent is O1CCCC1 (tetrahydrofuran), CO (methanol). Reaction conditions: time 3 hour. As a reaction SMILES: [Cl:1][C:2]1[CH:3]=[CH:4][C:5]2[S:9][C:8](=[O:10])[N:7]([CH2:11][C:12]([N:14]3[CH2:19][CH2:18][N:17]([NH:20][C:21](=[NH:36])[CH2:22]C(OCC4C=CC([N+]([O-])=O)=CC=4)=O)[CH2:16][CH2:15]3)=[O:13])[C:6]=2[CH:37]=1.C(O)(=O)C.O>[Pd].O1CCCC1.CO>[ClH:1].[Cl:1][C:2]1[CH:3]=[CH:4][C:5]2[S:9][C:8](=[O:10])[N:7]([CH2:11][C:12]([N:14]3[CH2:19][CH2:18][N:17]([NH:20][C:21](=[NH:36])[CH3:22])[CH2:16][CH2:15]3)=[O:13])[C:6]=2[CH:37]=1 |f:6.7|. The product is Cl.ClC=1C=CC2=C(N(C(S2)=O)CC(=O)N2CCN(CC2)NC(C)=N)C1 (5-chloro-3-[(4-acetimidoylamino-1-piperazinyl)carbonylmethyl]-2-benzothiazolinone hydrochloride). Reactants: ClC=1C=CC2=C(N(C(S2)=O)CC(=O)N2CCN(CC2)NC(CC(=O)OCC2=CC=C(C=C2)[N+](=O)[O-])=N)C1 (5-chloro-3-{[4-[N-(p-nitrobenzyloxycarbonyl)acetimidoylamino]-1-piperazinyl]carbonylmethyl}-2-benzothiazolinone), C(C)(=O)O (acetic acid), O (water). Isolated yield 40.6%.